This data is from the Open Reaction Database (ORD), a public repository of structured organic reaction records. The task is: describe an organic reaction: reactants, conditions, products, and yield Reactants: O=C(O)Cc1ccc2c(c1)OCO2, CCNc1cccc(C)c1. Reagents/catalysts: C1CCN(C1)[P+](N2CCCC2)(N3CCCC3)Cl.F[P-](F)(F)(F)(F)F (PyCloP), CCN(C(C)C)C(C)C (DIPEA), C1=CC=C2C(=C1)N=NN2O (HOBt). Solvent: CN(C)C=O (DMF), CN(C)C=O (DMF), CN(C)C=O (DMF), CN(C)C=O (DMF), CN(C)C=O (DMF), CN(C)C=O (DMF). Conditions: temperature 25 celsius, time 2 hour. The product is CCN(C(=O)Cc1ccc2c(c1)OCO2)c1cccc(C)c1. Isolated yield 6.9%. RXN SMILES: CCNc1cccc(C)c1.O=C(O)Cc1ccc2c(c1)OCO2.C1CCN(C1)[P+](N2CCCC2)(N3CCCC3)Cl.F[P-](F)(F)(F)(F)F.C1=CC=C2C(=C1)N=NN2O.CCN(C(C)C)C(C)C.CN(C)C=O>>CCN(C(=O)Cc1ccc2c(c1)OCO2)c1cccc(C)c1. The reactants are Cl.ClC=1C=C(C=CC1)CCC=1C(=NC=CC1)C(=O)C1CCN(CC1)C ([3-[2-(3-chlorophenyl)ethyl]-2-pyridinyl]-1-methyl-4-piperidinyl methanone hydrochloride), F (hydrofluoric acid), B(F)(F)F (boron trifluoride). Yields the product ClC=1C=CC2=C(CCC=3C(=NC=CC3)C2=C2CCN(CC2)C)C1 (8-chloro-6,11-dihydro- 11-(1-methyl-4-piperidinylidene)-5H-benzo[5,6]cyclohepta[1,2-b]pyridine). The yield is 93.8%. RXN SMILES: Cl.[Cl:2][C:3]1[CH:4]=[C:5]([CH2:9][CH2:10][C:11]2[C:12]([C:17]([CH:19]3[CH2:24][CH2:23][N:22]([CH3:25])[CH2:21][CH2:20]3)=O)=[N:13][CH:14]=[CH:15][CH:16]=2)[CH:6]=[CH:7][CH:8]=1.F.B(F)(F)F>>[Cl:2][C:3]1[CH:8]=[CH:7][C:6]2[C:17](=[C:19]3[CH2:24][CH2:23][N:22]([CH3:25])[CH2:21][CH2:20]3)[C:12]3=[N:13][CH:14]=[CH:15][CH:16]=[C:11]3[CH2:10][CH2:9][C:5]=2[CH:4]=1 |f:0.1|. Reported procedure: To a solution of [3-[2-(3-chlorophenyl)ethyl]-2-pyridinyl]-1-methyl-4-piperidinyl methanone hydrochloride (59.0 g; 0.15 mol) in 120 mL (120 g; 6.0 mol) of hydrofluoric acid at -35° C. was added boron trifluoride (44.3 g; 0.66 mol) over 1 h. The reaction was quenched using ice water and potassium hydroxide to a final pH of 10. The product was extracted into toluene which was washed with water and brine. The toluene solution was concentrated to a residue which was triturated with hot hexanes. Inso... Starting materials: OC=1C=C(OCCN2C(C3=CC=CC=C3C2=O)=O)C=CC1 (2-[2-(3-hydroxy-phenoxy)-ethyl]-isoindole-1,3-dione), 4-bromoethyl butyrate, C([O-])([O-])=O.[Cs+].[Cs+] (cesium carbonate). Solvent: CN1CCCC1=O (NMP). Conditions: temperature 70 celsius. The product is C1(C=2C(C(N1)=O)=CC=CC2)=O (phthalimide). As a reaction SMILES: OC1C=C(C=CC=1)OCC[N:8]1[C:16](=[O:17])[C:15]2[C:10](=[CH:11][CH:12]=[CH:13][CH:14]=2)[C:9]1=[O:18].C(=O)([O-])[O-].[Cs+].[Cs+]>CN1C(=O)CCC1>[C:16]1(=[O:17])[NH:8][C:9](=[O:18])[C:10]2=[CH:11][CH:12]=[CH:13][CH:14]=[C:15]12 |f:1.2.3|. Procedure: A mixture of 2-[2-(3-hydroxy-phenoxy)-ethyl]-isoindole-1,3-dione (24) (5 g, 17.6 mmol), 4-bromoethyl butyrate (3.0 mL, 21.28 mmol) and cesium carbonate (6.2 g, 35.38 mmol) in NMP (30 mL) was warmed at 70° C. for 12 h. The mixture was cooled to room temperature and poured into crushed ice. This mixture was extracted with EtOAc and the organic layer was washed with water, then brine, dried over Na2SO4 and concentrated under reduced pressure. Purification by flash chromatography (0 to 10% EtOAc-hex... Reactants: C1OC=2C=C(C=CC2O1)CC(=O)O (2-(3,4-methylenedioxy)phenylacetic acid), C1CCOC1 (THF), C1CCOC1 (THF). Reaction conditions: time 1 hour. The product is C1OC=2C=C(C=CC2O1)C(C)O (2-(3,4-methylenedioxy)phenyl-1-ethanol). The yield is 98.0%. Reaction SMILES: [CH2:1]1[O:9][C:8]2[CH:7]=[CH:6][C:5]([CH2:10][C:11](O)=O)=[CH:4][C:3]=2[O:2]1.C1C[O:17]CC1>>[CH2:1]1[O:9][C:8]2[CH:7]=[CH:6][C:5]([CH:10]([OH:17])[CH3:11])=[CH:4][C:3]=2[O:2]1. Procedure details: To a solution of 2-(3,4-methylenedioxy)phenylacetic acid (5 g, 25.75 mmol) in anhydrous THF (20 ml) at 0° C. was added BH3 THF (40 ml, 1.0 M in THF). The mixture was stirred at room temperature for 1 h. To work up, THF was evaporated on a rotavap. The residue was treated with water (100 ml) Acidified and extracted with ether (2×100 ml). Removal of the solvent under reduced pressure gave 2-(3,4-methylenedioxy)phenyl-1-ethanol as an oil (4.7 g, 98% yield).